This data is from the Open Reaction Database (ORD), a public repository of structured organic reaction records. The task is: describe an organic reaction: reactants, conditions, products, and yield Reactants: NC=1C=C2C(=CC(=NC2=CC1OC)OC(C)C)C(F)(F)F (6-amino-2-isopropyloxy-7-methoxy-4-(trifluoromethyl)quinoline). Run in hexanes, CCOC(=O)C (EtOAc). Yields the product NC=1C=C2C(=CC(=NC2=CC1O)OC(C)C)C(F)(F)F (6-Amino-7-hydroxy-2-isopropyloxy-4-(trifluoromethyl)quinoline). Reaction SMILES: [NH2:1][C:2]1[CH:3]=[C:4]2[C:9](=[CH:10][C:11]=1[O:12]C)[N:8]=[C:7]([O:14][CH:15]([CH3:17])[CH3:16])[CH:6]=[C:5]2[C:18]([F:21])([F:20])[F:19]>CCOC(C)=O>[NH2:1][C:2]1[CH:3]=[C:4]2[C:9](=[CH:10][C:11]=1[OH:12])[N:8]=[C:7]([O:14][CH:15]([CH3:17])[CH3:16])[CH:6]=[C:5]2[C:18]([F:21])([F:19])[F:20]. Procedure details: To a suspension of sodium hydride (60% mineral oil dispersion, 180 mg, 4.6 mmol, rinsed with hexanes) in 3.5 mL DMF was added thiophenol (550 mg, 5.0 mmol) at 0° C., whereupon a solution of 6-amino-2-isopropyloxy-7-methoxy-4-(trifluoromethyl)quinoline (200 mg, 0.67 mmol) in 2 mL DMF was added. The mixture was heated at 110° C. for 6 h, then poured into ice, and the pH was adjusted to 5 by the addition of 2N NaHSO4. The mixture was extracted with EtOAc (2×30 mL), washed sequentially with water (3... Starting materials: ClC1=NC=C2C(=N1)N(N=C2)CC2=C(C=CC=C2)NS(=O)(=O)C (N-(2-((6-chloro-1H-pyrazolo[3,4-d]pyrimidin-1-yl)methyl)phenyl)methanesulfonamide), CN1N=CC(=C1)N (1-methyl-1H-pyrazol-4-amine), Cl (HCl). Run in C(C)(C)O (isopropanol). Reaction conditions: temperature 140 celsius. Yields the product CN1N=CC(=C1)NC1=NC=C2C(=N1)N(N=C2)CC2=C(C=CC=C2)NS(=O)(=O)C (N-(2-((6-((1-Methyl-1H-pyrazol-4-yl)amino)-1H-pyrazolo[3,4-d]pyrimidin-1-yl)methyl)phenyl)methanesulfonamide). As a reaction SMILES: Cl[C:2]1[N:7]=[C:6]2[N:8]([CH2:11][C:12]3[CH:17]=[CH:16][CH:15]=[CH:14][C:13]=3[NH:18][S:19]([CH3:22])(=[O:21])=[O:20])[N:9]=[CH:10][C:5]2=[CH:4][N:3]=1.[CH3:23][N:24]1[CH:28]=[C:27]([NH2:29])[CH:26]=[N:25]1.Cl>C(O)(C)C>[CH3:23][N:24]1[CH:28]=[C:27]([NH:29][C:2]2[N:7]=[C:6]3[N:8]([CH2:11][C:12]4[CH:17]=[CH:16][CH:15]=[CH:14][C:13]=4[NH:18][S:19]([CH3:22])(=[O:21])=[O:20])[N:9]=[CH:10][C:5]3=[CH:4][N:3]=2)[CH:26]=[N:25]1. Procedure: A suspension of N-(2-((6-chloro-1H-pyrazolo[3,4-d]pyrimidin-1-yl)methyl)phenyl)methanesulfonamide (53 mg, 0.16 mmol), 1-methyl-1H-pyrazol-4-amine (0.24 mmol) and HCl (0.26 mmol, 4M in dioxane) in isopropanol was heated in the microwave at 140° C. for 1 h. After cooling to rt the mixture was washed with H2O, extracted with DCM then dried using a hydrophobic frit. The organic phase was concentrated in vacuo. Purification was performed by prep. HPLC. The desired fractions were concentrated in vacuo... Starting materials: CO, O=[N+]([O-])c1cccc(N=C=S)c1, Cc1cc(C)c(N)c(C)c1. Yields the product Cc1cc(C)c(NC(=S)Nc2cccc([N+](=O)[O-])c2)c(C)c1. Reaction SMILES: [CH3:23][OH:24].[N+:1](=[O:2])([O-:3])[c:4]1[cH:5][c:6]([N:10]=[C:11]=[S:12])[cH:7][cH:8][cH:9]1.[c:13]1([CH3:22])[c:14]([NH2:21])[c:15]([CH3:20])[cH:16][c:17]([CH3:19])[cH:18]1>>[N+:1](=[O:2])([O-:3])[c:4]1[cH:5][c:6]([NH:10][C:11](=[S:12])[NH:21][c:14]2[c:13]([CH3:22])[cH:18][c:17]([CH3:19])[cH:16][c:15]2[CH3:20])[cH:7][cH:8][cH:9]1.